describe an organic reaction: reactants, conditions, products, and yield From a dataset of the Open Reaction Database (ORD), a public repository of structured organic reaction records. Reactants: O=C([O-])[O-], Cc1c(B2OC(C)(C)C(C)(C)O2)cccc1C(=O)O, CCN(CC)CCCNc1nc(Cl)c2ccc(=O)n(-c3c(F)cccc3F)c2n1, [K+], [K+], C1COCCO1, O, c1ccc(P(c2ccccc2)(c2ccccc2)[Pd](P(c2ccccc2)(c2ccccc2)c2ccccc2)(P(c2ccccc2)(c2ccccc2)c2ccccc2)P(c2ccccc2)(c2ccccc2)c2ccccc2)cc1. The product is CCN(CC)CCCNc1nc(-c2cccc(C(=O)O)c2C)c2ccc(=O)n(-c3c(F)cccc3F)c2n1. RXN SMILES: [C:49](=[O:50])([O-:51])[O-:52].[CH3:30][c:31]1[c:32]([C:33](=[O:34])[OH:35])[cH:36][cH:37][cH:38][c:39]1[B:40]1[O:41][C:42]([CH3:43])([CH3:44])[C:45]([CH3:46])([CH3:47])[O:48]1.[Cl:1][c:2]1[c:3]2[c:4]([n:5][c:6]([NH:8][CH2:9][CH2:10][CH2:11][N:12]([CH2:13][CH3:14])[CH2:15][CH3:16])[n:7]1)[n:17](-[c:22]1[c:23]([F:29])[cH:24][cH:25][cH:26][c:27]1[F:28])[c:18](=[O:21])[cH:19][cH:20]2.[K+:53].[K+:54].[O:55]1[CH2:56][CH2:57][O:58][CH2:59][CH2:60]1.[OH2:61].[cH:62]1[cH:63][cH:64][c:65]([P:66]([Pd:67]([P:68]([c:69]2[cH:70][cH:71][cH:72][cH:73][cH:74]2)([c:75]2[cH:76][cH:77][cH:78][cH:79][cH:80]2)[c:81]2[cH:82][cH:83][cH:84][cH:85][cH:86]2)([P:87]([c:88]2[cH:89][cH:90][cH:91][cH:92][cH:93]2)([c:94]2[cH:95][cH:96][cH:97][cH:98][cH:99]2)[c:100]2[cH:101][cH:102][cH:103][cH:104][cH:105]2)[P:106]([c:107]2[cH:108][cH:109][cH:110][cH:111][cH:112]2)([c:113]2[cH:114][cH:115][cH:116][cH:117][cH:118]2)[c:119]2[cH:120][cH:121][cH:122][cH:123][cH:124]2)([c:125]2[cH:126][cH:127][cH:128][cH:129][cH:130]2)[c:131]2[cH:132][cH:133][cH:134][cH:135][cH:136]2)[cH:137][cH:138]1>>[c:2]1(-[c:39]2[c:31]([CH3:30])[c:32]([C:33](=[O:34])[OH:35])[cH:36][cH:37][cH:38]2)[c:3]2[c:4]([n:5][c:6]([NH:8][CH2:9][CH2:10][CH2:11][N:12]([CH2:13][CH3:14])[CH2:15][CH3:16])[n:7]1)[n:17](-[c:22]1[c:23]([F:29])[cH:24][cH:25][cH:26][c:27]1[F:28])[c:18](=[O:21])[cH:19][cH:20]2. The reactants are OC1=CC=C(C=C1)NC(OCC1=CC=CC=C1)=O (benzyl (4-hydroxyphenyl)carbamate), C([O-])([O-])=O.[Cs+].[Cs+] (cesium carbonate), BrC=1C=CC(=NC1)[N+](=O)[O-] (5-bromo-2-nitropyridine), O (Water). Run in CN(C=O)C (N,N-dimethylformamide). Run at time 16 hour. Product: [N+](=O)([O-])C1=CC=C(C=N1)OC1=CC=C(C=C1)NC(OCC1=CC=CC=C1)=O (benzyl {4-[(6-nitropyridin-3-yl)oxy]phenyl}carbamate). Isolated yield 56.1%. Reaction SMILES: [OH:1][C:2]1[CH:7]=[CH:6][C:5]([NH:8][C:9](=[O:18])[O:10][CH2:11][C:12]2[CH:17]=[CH:16][CH:15]=[CH:14][CH:13]=2)=[CH:4][CH:3]=1.C(=O)([O-])[O-].[Cs+].[Cs+].Br[C:26]1[CH:27]=[CH:28][C:29]([N+:32]([O-:34])=[O:33])=[N:30][CH:31]=1.O>CN(C)C=O>[N+:32]([C:29]1[N:30]=[CH:31][C:26]([O:1][C:2]2[CH:7]=[CH:6][C:5]([NH:8][C:9](=[O:18])[O:10][CH2:11][C:12]3[CH:13]=[CH:14][CH:15]=[CH:16][CH:17]=3)=[CH:4][CH:3]=2)=[CH:27][CH:28]=1)([O-:34])=[O:33] |f:1.2.3|. Procedure details: To a solution of benzyl (4-hydroxyphenyl)carbamate (1.44 g, 5.91 mmol) in N,N-dimethylformamide (10 mL) were added cesium carbonate (2.41 g, 7.39 mmol) and 5-bromo-2-nitropyridine (1.0 g, 4.93 mmol), and the mixture was stirred at room temperature for 16 hr. Water (40 mL) was added to the reaction mixture, and the mixture was extracted with ethyl acetate/tetrahydrofuran (=2/1, 120 mL). The organic layer was washed with saturated brine, and dried over anhydrous magnesium sulfate. The solvent was ... Reaction SMILES: [C:1]([N:4]([CH2:29][C:30]1[CH:35]=[CH:34][CH:33]=[CH:32][N:31]=1)[C:5](=[O:28])[C:6]1[CH:11]=[CH:10][C:9]([O:12][CH2:13][CH2:14][CH2:15][CH2:16][CH2:17][CH2:18][CH3:19])=[C:8]([O:20][CH2:21][CH2:22][CH2:23][CH2:24][CH2:25][CH2:26][CH3:27])[CH:7]=1)(=[O:3])[CH3:2].[CH3:36][I:37]>>[I-:37].[C:1]([N:4]([CH2:29][C:30]1[CH:35]=[CH:34][CH:33]=[CH:32][N+:31]=1[CH3:36])[C:5](=[O:28])[C:6]1[CH:11]=[CH:10][C:9]([O:12][CH2:13][CH2:14][CH2:15][CH2:16][CH2:17][CH2:18][CH3:19])=[C:8]([O:20][CH2:21][CH2:22][CH2:23][CH2:24][CH2:25][CH2:26][CH3:27])[CH:7]=1)(=[O:3])[CH3:2] |f:2.3|. Yield: 95.8%. Reactants: C(C)(=O)N(C(C1=CC(=C(C=C1)OCCCCCCC)OCCCCCCC)=O)CC1=NC=CC=C1 (N-Acetyl-3,4-bis(heptyloxy)-N-(2-pyridinylmethyl)benzamide), CI (methyl iodide). Procedure details: A mixture of 1.0 g of product from Example 112 and 14.7 g of methyl iodide is heated in a sealed tube at 105° C. from 171/4 hours. The reaction is concentrated in vacuo to give 1.24 g of the desired product as yellow crystals. Run at temperature 105 celsius. The product is [I-].C(C)(=O)N(C(C1=CC(=C(C=C1)OCCCCCCC)OCCCCCCC)=O)CC1=[N+](C=CC=C1)C (2-[[Acetyl[3,4-bis(heptyloxy)benzoyl]amino]methyl]-1-methylpyridinium iodide). The reactants are CC1Nc2ccccc2S1, ClC(Cl)Cl, S=C=Nc1cccc(Cl)c1, [N-]=C=S, c1c[nH]cn1. Yields the product CC1Sc2ccccc2N1C(=S)Nc1cccc(Cl)c1. RXN SMILES: [CH3:1][CH:2]1[S:3][c:4]2[c:5]([cH:7][cH:8][cH:9][cH:10]2)[NH:6]1.[CH:29]([Cl:30])([Cl:31])[Cl:32].[Cl:11][c:12]1[cH:13][c:14]([N:18]=[C:19]=[S:20])[cH:15][cH:16][cH:17]1.[N-:26]=[C:27]=[S:28].[nH:21]1[cH:22][cH:23][n:24][cH:25]1>>[CH3:1][CH:2]1[S:3][c:4]2[c:5]([cH:7][cH:8][cH:9][cH:10]2)[N:6]1[C:19]([NH:18][c:14]1[cH:13][c:12]([Cl:11])[cH:17][cH:16][cH:15]1)=[S:20]. The solvent is C(C)O (ethanol). RXN SMILES: [CH2:1]([N:8]1[CH2:13][CH2:12][CH2:11][C:10](=[CH:14][CH2:15][CH2:16][C:17]#[N:18])[CH2:9]1)[C:2]1[CH:7]=[CH:6][CH:5]=[CH:4][CH:3]=1.[H][H]>C(O)C.[Ni]>[CH2:1]([N:8]1[CH2:13][CH2:12][CH2:11][CH:10]([CH2:14][CH2:15][CH2:16][CH2:17][NH2:18])[CH2:9]1)[C:2]1[CH:7]=[CH:6][CH:5]=[CH:4][CH:3]=1. The reagents and catalysts are [Ni] (Raney-Nickel). Product: C(C1=CC=CC=C1)N1CC(CCC1)CCCCN (4-(1-benzylpiperidin-3-yl)-butylamine). Reactants: C(C1=CC=CC=C1)N1CC(CCC1)=CCCC#N (4-(1-benzylpiperidin-3-yliden)-butyronitrile), [H][H] (hydrogen). Reported procedure: 8.0 g (33.3 mmol) 4-(1-benzylpiperidin-3-yliden)-butyronitrile are dissolved in 80 ml ethanol and added to a spatula tip of Raney-Nickel. The mixture is stirred at ca. 50° C. under hydrogen atmosphere until consumption of the theoretischen amount of hydrogen to be taken up (ca. 5 days). The mixture is filtrated from the catalyst and the solvent is removed under vacuum. The residue is chromatographically purified twice over silica gel with CHCl3/CH3OH/NH4OH (90/10/1). After drawing off the solven... The reactants are CC(=O)O, CO, Cc1cc(-n2ccnc2)cc2[nH]c(-c3c(Cl)ncnc3NC(CO)Cc3ccccc3)nc12, Cl, N, O. Yields the product Cc1cc(-n2ccnc2)cc2[nH]c(-c3c(NC(CO)Cc4ccccc4)nc[nH]c3=O)nc12. RXN SMILES: [CH3:37][C:38](=[O:39])[OH:40].[CH3:41][OH:42].[Cl:1][c:2]1[c:3](-[c:19]2[n:20][c:21]3[c:22]([nH:23]2)[cH:24][c:25](-[n:29]2[cH:30][n:31][cH:32][cH:33]2)[cH:26][c:27]3[CH3:28])[c:4]([NH:8][CH:9]([CH2:10][OH:11])[CH2:12][c:13]2[cH:14][cH:15][cH:16][cH:17][cH:18]2)[n:5][cH:6][n:7]1.[ClH:36].[NH3:35].[OH2:34]>>[c:2]1(=[O:34])[c:3](-[c:19]2[n:20][c:21]3[c:22]([nH:23]2)[cH:24][c:25](-[n:29]2[cH:30][n:31][cH:32][cH:33]2)[cH:26][c:27]3[CH3:28])[c:4]([NH:8][CH:9]([CH2:10][OH:11])[CH2:12][c:13]2[cH:14][cH:15][cH:16][cH:17][cH:18]2)[n:5][cH:6][nH:7]1. Reactants: O=C(CCCN1CCC(CC1)N1C(NC2=C1C=CC=C2)=O)C2=CC=CC=C2 (1-[1-(4-oxo-4-phenylbutyl)-4-piperidinyl]-1,3-dihydro-2-benzimidazolone), Cl.Cl.NCCON (O-(2-aminoethyl)hydroxylamine dihydrochloride), N1=CC=CC=C1 (pyridine). Solvent: C(C)O (ethanol). Run at time 3 hour. Product: Cl.Cl.NCCON=C(CCCN1CCC(CC1)N1C(NC2=C1C=CC=C2)=O)C2=CC=CC=C2 (1-{1-[4-(2-Aminoethoxyimino)-4-phenylbutyl]-4-piperidinyl}-1,3-dihydro-2-benzimidazolone dihydrochloride). Yield: 47.8%. Reaction SMILES: O=[C:2]([C:22]1[CH:27]=[CH:26][CH:25]=[CH:24][CH:23]=1)[CH2:3][CH2:4][CH2:5][N:6]1[CH2:11][CH2:10][CH:9]([N:12]2[C:16]3[CH:17]=[CH:18][CH:19]=[CH:20][C:15]=3[NH:14][C:13]2=[O:21])[CH2:8][CH2:7]1.[ClH:28].Cl.[NH2:30][CH2:31][CH2:32][O:33][NH2:34].N1C=CC=CC=1>C(O)C>[ClH:28].[ClH:28].[NH2:30][CH2:31][CH2:32][O:33][N:34]=[C:2]([C:22]1[CH:27]=[CH:26][CH:25]=[CH:24][CH:23]=1)[CH2:3][CH2:4][CH2:5][N:6]1[CH2:11][CH2:10][CH:9]([N:12]2[C:16]3[CH:17]=[CH:18][CH:19]=[CH:20][C:15]=3[NH:14][C:13]2=[O:21])[CH2:8][CH2:7]1 |f:1.2.3,6.7.8|. Procedure: A mixture of 1-[1-(4-oxo-4-phenylbutyl)-4-piperidinyl]-1,3-dihydro-2-benzimidazolone (3.85 g), O-(2-aminoethyl)hydroxylamine dihydrochloride (1.89 g), 3 equivalents of pyridine, and absolute ethanol (75 ml) was heated under reflux, under nitrogen, with stirring, for three hrs. The reaction mixture was partitioned between 10% sodium hydroxide solution and ethyl acetate. The layers were separated and the aqueous phase extracted with ethyl acetate. The combined organic extracts were dried over anhy... Reported procedure: To a solution of 3-amino-5-methoxyphenol (5.44 g, 39.1 mmol), isopropyl alcohol (3.6 ml, 47 mmol) and triphenylphosphine (12.0 g, 47 mmol) in THF, was added diethyl azodicarboxylate (7.4 ml, 47 mmol). The reaction mixture was stirred for 16 h and the solvent was removed. The residue was purified by flash chromatography on silica gel eluting with 20% EtOAc/hexanes to afford the title compound (4.13 g). MS m/z: 182 [M+H]+ Starting materials: NC=1C=C(C=C(C1)OC)O (3-amino-5-methoxyphenol), C(C)(C)O (isopropyl alcohol), C1(=CC=CC=C1)P(C1=CC=CC=C1)C1=CC=CC=C1 (triphenylphosphine), N(=NC(=O)OCC)C(=O)OCC (diethyl azodicarboxylate). Solvent: C1CCOC1 (THF). Product: C(C)(C)OC=1C=C(N)C=C(C1)OC (3-Isopropoxy-5-methoxyaniline). The yield is 58.3%. As a reaction SMILES: [NH2:1][C:2]1[CH:3]=[C:4](O)[CH:5]=[C:6]([O:8][CH3:9])[CH:7]=1.[CH:11]([OH:14])([CH3:13])[CH3:12].C1(P(C2C=CC=CC=2)C2C=CC=CC=2)C=CC=CC=1.N(C(OCC)=O)=NC(OCC)=O>C1COCC1>[CH:11]([O:14][C:4]1[CH:3]=[C:2]([CH:7]=[C:6]([O:8][CH3:9])[CH:5]=1)[NH2:1])([CH3:13])[CH3:12]. Reaction conditions: time 16 hour.